This data is from the Open Reaction Database (ORD), a public repository of structured organic reaction records. The task is: describe an organic reaction: reactants, conditions, products, and yield Starting materials: C(CCC)[Li] (n-butyl lithium), BrC1=C(C=CC=C1)C=1N=C2N(C=CC=C2)C1 (2-(2Bromophenyl)imidazo[1,2-a]pyridine), CSSC (methyl disulphide). Solvent: CCOCC (ether). The product is CSC1=C(C=CC=C1)C=1N=C2N(C=CC=C2)C1 (2-(2-Methylthiophenyl)imidazo[1,2-a]pyridine). RXN SMILES: Br[C:2]1[CH:7]=[CH:6][CH:5]=[CH:4][C:3]=1[C:8]1[N:9]=[C:10]2[CH:15]=[CH:14][CH:13]=[CH:12][N:11]2[CH:16]=1.C([Li])CCC.[CH3:22][S:23]SC>CCOCC>[CH3:22][S:23][C:2]1[CH:7]=[CH:6][CH:5]=[CH:4][C:3]=1[C:8]1[N:9]=[C:10]2[CH:15]=[CH:14][CH:13]=[CH:12][N:11]2[CH:16]=1. Procedure details: The product of step (a) above (546 mg) was dissolved in dry ether (10 ml) and stirred under a nitrogen atmosphere at -60°. A solution of n-butyl lithium (1.25 ml of 1.6 M) was added dropwise. After stirring for 5 minutes methyl disulphide (179 ml) was added dropwise and the mixture stirred for a further 45 minutes. The mixture was allowed to warm up to room temperature then quenched with water. The layers were separated and the aqueous layer extracted with ethyl acetate. The combined organic sol...